From a dataset of the Open Reaction Database (ORD), a public repository of structured organic reaction records. describe an organic reaction: reactants, conditions, products, and yield Starting materials: C(C)(C)N (isopropylamine), ClP(C1=CC=CC=C1)Cl (dichlorophenylphosphine), 31P{H}. Solvent: C(C)OCC (diethylether). Run at time 72 hour. Product: C(C)(C)NP(C1=CC=CC=C1)NC(C)C (Bis(isopropyl-amino)-phenylphosphine). The yield is 33.0%. RXN SMILES: [CH:1]([NH2:4])([CH3:3])[CH3:2].Cl[P:6](Cl)[C:7]1[CH:12]=[CH:11][CH:10]=[CH:9][CH:8]=1>C(OCC)C>[CH:1]([NH:4][P:6]([NH:4][CH:1]([CH3:3])[CH3:2])[C:7]1[CH:12]=[CH:11][CH:10]=[CH:9][CH:8]=1)([CH3:3])[CH3:2]. Procedure: To a stirred solution of isopropylamine (30 ml, 352 mmol) in diethylether (250 ml), dichlorophenylphosphine (9.63 ml, 71 mmol, dissolved in 50 ml diethylether) was added at 0° C. over a period of 30 min. After stirring for a total of 72 hrs the solution was filtrated. The residue was washed with diethylether and the solvent was removed in vacuum. The remaining oil was distilled at 0.2 Torr/76-78° C. to give a colorless liquid with 33% yield (5.3 g). 31P{H} NMR: 49.0 ppm.